This data is from the Open Reaction Database (ORD), a public repository of structured organic reaction records. The task is: describe an organic reaction: reactants, conditions, products, and yield The product is CC(Nc1nc(Cl)cc(N2CCCC2=O)n1)c1ccc(F)cc1. Reactants: C1COCCO1, CC(Nc1nc(Cl)cc(Cl)n1)c1ccc(F)cc1, [K+], [K+], [K+], O=C1CCCN1, O=P([O-])([O-])[O-]. As a reaction SMILES: [CH2:33]1[O:34][CH2:35][CH2:36][O:37][CH2:38]1.[Cl:1][c:2]1[n:3][c:4]([NH:9][CH:10]([CH3:11])[c:12]2[cH:13][cH:14][c:15]([F:18])[cH:16][cH:17]2)[n:5][c:6]([Cl:8])[cH:7]1.[K+:30].[K+:31].[K+:32].[NH:19]1[C:20](=[O:24])[CH2:21][CH2:22][CH2:23]1.[P:25]([O-:26])([O-:27])([O-:28])=[O:29]>>[c:2]1([N:19]2[C:20](=[O:24])[CH2:21][CH2:22][CH2:23]2)[n:3][c:4]([NH:9][CH:10]([CH3:11])[c:12]2[cH:13][cH:14][c:15]([F:18])[cH:16][cH:17]2)[n:5][c:6]([Cl:8])[cH:7]1. Starting materials: FC1=C(C(=CC=C1)OCC1OC1)O (2-fluoro-6-(oxiran-2-ylmethoxy)phenol), [OH-].[K+] (KOH), ( 42 ), ( 24 ), ( 50 ), ( 51 ). The solvent is O1CCOCC1 (dioxane). Reaction conditions: time 1.5 hour. Product: FC1=CC=CC2=C1O[C@H](CO2)CO ([(2S)-8-FLUORO-2,3-DIHYDRO-1,4-BENZODIOXIN-2-YL]METHANOL). RXN SMILES: [F:1][C:2]1[CH:7]=[CH:6][CH:5]=[C:4]([O:8][CH2:9][CH:10]2[CH2:12][O:11]2)[C:3]=1[OH:13].[OH-].[K+]>O1CCOCC1>[F:1][C:2]1[C:3]2[O:13][C@@H:10]([CH2:12][OH:11])[CH2:9][O:8][C:4]=2[CH:5]=[CH:6][CH:7]=1 |f:1.2|. Reported procedure: Preparation according to Preparation 20 using 2-fluoro-6-(oxiran-2-ylmethoxy)phenol (3.9 g, 21.2 mmol), dioxane (20 ml) and KOH (10%, 10 ml). The mixture stirred at RT for 1.5 h. Yield 3.8 g. MS m/z (rel. intensity, 70 eV) 338 (50), 166 (bp), 165 (42), 139 (24), 91 (51). Starting materials: CC(COC(=O)C(C)(C)C)NC(=O)OC(C)(C)C, CCOC(C)=O, Cl, C1COCCO1. Product: CC(N)COC(=O)C(C)(C)C, Cl. RXN SMILES: [C:1]([C:2]([CH3:3])([CH3:4])[CH3:5])(=[O:6])[O:7][CH2:8][CH:9]([CH3:10])[NH:11][C:12]([O:13][C:14]([CH3:15])([CH3:16])[CH3:17])=[O:18].[CH3:26][CH2:27][O:28][C:29]([CH3:30])=[O:31].[ClH:19].[O:20]1[CH2:21][CH2:22][O:23][CH2:24][CH2:25]1>>[C:1]([C:2]([CH3:3])([CH3:4])[CH3:5])(=[O:6])[O:7][CH2:8][CH:9]([CH3:10])[NH2:11].[ClH:19]. The reactants are CC(C)(C)OC(=O)c1ccc(-c2ccccc2)cc1NC(=O)c1ccc(Br)cn1, CCOC(C)=O, COCCOC, [Na+], [Na+], O=C([O-])[O-], O, Cl[Pd]Cl, c1ccc(P(c2ccccc2)c2ccccc2)cc1, c1ccc(P(c2ccccc2)c2ccccc2)cc1, O=BOc1ccccc1. Yields the product CC(C)(C)OC(=O)c1ccc(-c2ccccc2)cc1NC(=O)c1ccc(-c2ccccc2)cn1. Reaction SMILES: [Br:16][c:17]1[cH:18][cH:19][c:20]([C:23](=[O:24])[NH:25][c:26]2[c:27]([C:28](=[O:29])[O:30][C:31]([CH3:32])([CH3:33])[CH3:34])[cH:35][cH:36][c:37](-[c:39]3[cH:40][cH:41][cH:42][cH:43][cH:44]3)[cH:38]2)[n:21][cH:22]1.[CH3:87][CH2:88][O:89][C:90](=[O:91])[CH3:92].[CH3:93][O:94][CH2:95][CH2:96][O:97][CH3:98].[Na+:1].[Na+:2].[O-:3][C:4](=[O:5])[O-:6].[OH2:86].[Pd:45]([Cl:46])[Cl:47].[c:48]1([P:49]([c:50]2[cH:51][cH:52][cH:53][cH:54][cH:55]2)[c:56]2[cH:57][cH:58][cH:59][cH:60][cH:61]2)[cH:62][cH:63][cH:64][cH:65][cH:66]1.[c:67]1([P:68]([c:69]2[cH:70][cH:71][cH:72][cH:73][cH:74]2)[c:75]2[cH:76][cH:77][cH:78][cH:79][cH:80]2)[cH:81][cH:82][cH:83][cH:84][cH:85]1.[c:7]1([O:13][B:14]=[O:15])[cH:8][cH:9][cH:10][cH:11][cH:12]1>>[c:7]1(-[c:17]2[cH:18][cH:19][c:20]([C:23](=[O:24])[NH:25][c:26]3[c:27]([C:28](=[O:29])[O:30][C:31]([CH3:32])([CH3:33])[CH3:34])[cH:35][cH:36][c:37](-[c:39]4[cH:40][cH:41][cH:42][cH:43][cH:44]4)[cH:38]3)[n:21][cH:22]2)[cH:8][cH:9][cH:10][cH:11][cH:12]1. Yield: 37.7%. Reported procedure: To a solution of methyl 4-(6-(1,1,1,3,3,3-hexafluoro-2-(methoxymethoxy)propan-2-yl)-2-propylpyridin-3-yloxy)-5-iodopicolinate (500 mg, 0.823 mmol) in tetrahydrofuran (8.2 mL), lithium aluminum hydride (63 mg, 1.65 mmol) was added under ice-cold conditions, and the resultant mixture was stirred at room temperature for 1 hour. After completion of the reaction, the resultant mixture was added with water under ice-cold conditions, and stirred at room temperature for 30 minutes. Then, the reaction so... Run in O1CCCC1 (tetrahydrofuran). Product: FC(C(C(F)(F)F)(OCOC)C1=CC=C(C(=N1)CCC)OC1=CC(=NC=C1)CO)(F)F ((4-(6-(1,1,1,3,3,3-hexafluoro-2-(methoxymethoxy)propan-2-yl)-2-propylpyridin-3-yloxy) pyridin-2-yl)methanol). Reaction SMILES: [F:1][C:2]([F:34])([F:33])[C:3]([C:12]1[N:17]=[C:16]([CH2:18][CH2:19][CH3:20])[C:15]([O:21][C:22]2[C:27](I)=[CH:26][N:25]=[C:24]([C:29](OC)=[O:30])[CH:23]=2)=[CH:14][CH:13]=1)([O:8][CH2:9][O:10][CH3:11])[C:4]([F:7])([F:6])[F:5].[H-].[Al+3].[Li+].[H-].[H-].[H-].O>O1CCCC1>[F:33][C:2]([F:1])([F:34])[C:3]([C:12]1[N:17]=[C:16]([CH2:18][CH2:19][CH3:20])[C:15]([O:21][C:22]2[CH:27]=[CH:26][N:25]=[C:24]([CH2:29][OH:30])[CH:23]=2)=[CH:14][CH:13]=1)([O:8][CH2:9][O:10][CH3:11])[C:4]([F:7])([F:6])[F:5] |f:1.2.3.4.5.6|. Run at time 30 minute. Starting materials: resultant mixture, O (water), FC(C(C(F)(F)F)(OCOC)C1=CC=C(C(=N1)CCC)OC1=CC(=NC=C1I)C(=O)OC)(F)F (methyl 4-(6-(1,1,1,3,3,3-hexafluoro-2-(methoxymethoxy)propan-2-yl)-2-propylpyridin-3-yloxy)-5-iodopicolinate), [H-].[Al+3].[Li+].[H-].[H-].[H-] (lithium aluminum hydride), resultant mixture.